Task: describe an organic reaction: reactants, conditions, products, and yield. Dataset: the Open Reaction Database (ORD), a public repository of structured organic reaction records Reactants: C(C)OC(C(C)(OC1=C(C=C(C=C1)OCC=1C(=NC(=CC1)C1=CC=C(C=C1)C(F)(F)F)C)C)C)=O (2-methyl-2-{2-methyl-4-[2-methyl-6-(4-trifluoromethyl-phenyl)-pyridin-3-ylmethoxy]-phenoxy}-propionic acid ethyl ester), [OH-].[Na+] (NaOH), ice AcOEt HCl. Solvent: C1CCOC1.CCO (THF EtOH). Conditions: time 4 hour. The product is CC(C(=O)O)(C)OC1=C(C=C(C=C1)OCC=1C(=NC(=CC1)C1=CC=C(C=C1)C(F)(F)F)C)C (2-Methyl-2-{2-methyl-4-[2-methyl-6-(4-trifluoromethyl-phenyl)-pyridin-3-ylmethoxy]-phenoxy}-propionic acid). RXN SMILES: C([O:3][C:4](=[O:35])[C:5]([CH3:34])([O:7][C:8]1[CH:13]=[CH:12][C:11]([O:14][CH2:15][C:16]2[C:17]([CH3:32])=[N:18][C:19]([C:22]3[CH:27]=[CH:26][C:25]([C:28]([F:31])([F:30])[F:29])=[CH:24][CH:23]=3)=[CH:20][CH:21]=2)=[CH:10][C:9]=1[CH3:33])[CH3:6])C.[OH-].[Na+]>C1COCC1.CCO>[CH3:34][C:5]([O:7][C:8]1[CH:13]=[CH:12][C:11]([O:14][CH2:15][C:16]2[C:17]([CH3:32])=[N:18][C:19]([C:22]3[CH:27]=[CH:26][C:25]([C:28]([F:30])([F:31])[F:29])=[CH:24][CH:23]=3)=[CH:20][CH:21]=2)=[CH:10][C:9]=1[CH3:33])([CH3:6])[C:4]([OH:35])=[O:3] |f:1.2,3.4|. Procedure: 0.221 g (0.453 mmol) of the above prepared 2-methyl-2-{2-methyl-4-[2-methyl-6-(4-trifluoromethyl-phenyl)-pyridin-3-ylmethoxy]-phenoxy}-propionic acid ethyl ester was dissolved in 2.7 ml of THF/EtOH=1/1, treated with 1.35 ml (3 eq.) of 1N NaOH and kept at ambient temperature for 4 h. The reaction mixture was then poured onto crashed ice/AcOEt/HCl dil., the aqueous phase extracted again with AcOEt, the combined organic layers were washed with water, dried over sodium sulfate, and evaporated to dry... Reactants: C([O-])([O-])=O.[Cs+].[Cs+] (cesium carbonate), BrCC(=O)OCC (ethyl bromoacetate), C(C)(C)(C)OC(NC1=CC=C(C2=CC=CC=C12)O)=O (4-hydroxy-naphthalen-1-yl-carbamic acid tert-butyl ester). Run in CC(=O)C (acetone). Reaction conditions: time 1 hour. Product: C(C)OC(COC1=CC=C(C2=CC=CC=C12)NC(=O)OC(C)(C)C)=O ((4-tert-Butoxycarbonylamino-naphthalen-1-yloxy)-acetic acid ethyl ester). Reaction SMILES: [C:1]([O:5][C:6](=[O:19])[NH:7][C:8]1[C:17]2[C:12](=[CH:13][CH:14]=[CH:15][CH:16]=2)[C:11]([OH:18])=[CH:10][CH:9]=1)([CH3:4])([CH3:3])[CH3:2].C(=O)([O-])[O-].[Cs+].[Cs+].Br[CH2:27][C:28]([O:30][CH2:31][CH3:32])=[O:29]>CC(C)=O>[CH2:31]([O:30][C:28](=[O:29])[CH2:27][O:18][C:11]1[C:12]2[C:17](=[CH:16][CH:15]=[CH:14][CH:13]=2)[C:8]([NH:7][C:6]([O:5][C:1]([CH3:4])([CH3:2])[CH3:3])=[O:19])=[CH:9][CH:10]=1)[CH3:32] |f:1.2.3|. Procedure: 3.33 g (12.8 mmol) of 4-hydroxy-naphthalen-1-yl-carbamic acid tert-butyl ester was dissolved in 60 ml of acetone and treated at 0° C. subsequently with 4.60 g (1.1 eq.) of cesium carbonate, 0.107 g (0.05 eq.) of KI, and 1.42 ml (1.0 eq.) of ethyl bromoacetate. After vigorous stirring for 1 h at ambient temperature, the solvent was evaporated and the residue redissolved in AcOEt. Washing with water, drying over magnesium sulfate, and evaporation of the solvents, followed by flash chromatography (... The reactants are OP(=O)(O)[O-].[K+] (potassium phosphate monobasic), Cl(=O)[O-].[Na+] (sodium chlorite), ClC=1C=CC=C2C=C(C(=NC12)C=O)[C@H](C)N1C(C2=CC=CC=C2C1=O)=O ((S)-8-chloro-3-(1-(1,3-dioxoisoindolin-2-yl)ethyl)-quinoline-2-carbaldehyde), OP(=O)(O)[O-].[K+] (potassium phosphate monobasic), Cl(=O)[O-].[Na+] (sodium chlorite). Solvent: O (water), C(CC(O)(C(=O)O)CC(=O)O)(=O)O (citric acid), C(C)(=O)OCC (ethyl acetate), CC(C)=CC (2-methyl-2-butene), CC(C)(C)O (tBuOH), C(Cl)Cl (DCM), O (water), O (water). Reaction conditions: time 2 hour. Yields the product ClC=1C=CC=C2C=C(C(=NC12)C(=O)O)[C@H](C)N1C(C2=CC=CC=C2C1=O)=O ((S)-8-chloro-3-(1-(1,3-dioxoisoindolin-2-yl)ethyl)quinoline-2-carboxylic acid). Reaction SMILES: [Cl:1][C:2]1[CH:3]=[CH:4][CH:5]=[C:6]2[C:11]=1[N:10]=[C:9]([CH:12]=[O:13])[C:8]([C@@H:14]([N:16]1[C:24](=[O:25])[C:23]3[C:18](=[CH:19][CH:20]=[CH:21][CH:22]=3)[C:17]1=[O:26])[CH3:15])=[CH:7]2.[OH:27]P([O-])(O)=O.[K+].Cl([O-])=O.[Na+]>CC(=CC)C.CC(O)(C)C.C(Cl)Cl.O.C(O)(=O)CC(CC(O)=O)(C(O)=O)O.C(OCC)(=O)C>[Cl:1][C:2]1[CH:3]=[CH:4][CH:5]=[C:6]2[C:11]=1[N:10]=[C:9]([C:12]([OH:27])=[O:13])[C:8]([C@@H:14]([N:16]1[C:24](=[O:25])[C:23]3[C:18](=[CH:19][CH:20]=[CH:21][CH:22]=3)[C:17]1=[O:26])[CH3:15])=[CH:7]2 |f:1.2,3.4|. Procedure: To a stirred solution of (S)-8-chloro-3-(1-(1,3-dioxoisoindolin-2-yl)ethyl)-quinoline-2-carbaldehyde (110 mg, 0.30 mmol) and potassium phosphate monobasic (41.0 mg, 0.30 mmol) in 2-methyl-2-butene (2 mL), tBuOH (2 mL), DCM (1.0 mL) and water (2.0 mL) was added sodium chlorite (27.3 mg, 0.30 mmol) in water (2.0 mL). The reaction was stirred at room temperature. for 2 hours and then it was treated with additional potassium phosphate monobasic (41.0 mg, 0.30 mmol) and sodium chlorite (27.3 mg, 0.30...